Dataset: the Open Reaction Database (ORD), a public repository of structured organic reaction records. Task: describe an organic reaction: reactants, conditions, products, and yield Reactants: O (water), C(C)OC(=O)C1(OC1)CCCC1=CC(=CC=C1)C(F)(F)F (2-[3-(3-trifluoromethylphenyl)propyl]oxirane-2-carboxylic acid ethyl ester), [OH-].[Na+] (sodium hydroxide). Solvent: O1CCCC1 (tetrahydrofuran), O1CCCC1 (tetrahydrofuran). Product: FC(C=1C=C(C=CC1)CCCC1(OC1)C(=O)[O-])(F)F.[Na+] (Sodium 2-[3-(3-trifluoromethylphenyl)propyl]oxirane-2-carboxylate). As a reaction SMILES: C([O:3][C:4]([C:6]1([CH2:9][CH2:10][CH2:11][C:12]2[CH:17]=[CH:16][CH:15]=[C:14]([C:18]([F:21])([F:20])[F:19])[CH:13]=2)[CH2:8][O:7]1)=[O:5])C.[OH-].[Na+:23].O>O1CCCC1>[F:21][C:18]([F:19])([F:20])[C:14]1[CH:13]=[C:12]([CH2:11][CH2:10][CH2:9][C:6]2([C:4]([O-:5])=[O:3])[CH2:8][O:7]2)[CH:17]=[CH:16][CH:15]=1.[Na+:23] |f:1.2,5.6|. Reported procedure: A solution of 28 g of 2-[3-(3-trifluoromethylphenyl)propyl]oxirane-2-carboxylic acid ethyl ester in 50 ml of tetrahydrofuran is added dropwise to a solution of 92.6 ml of 1 N sodium hydroxide solution and 50 ml of tetrahydrofuran at room temperature. After a clear solution has formed, the solution is concentrated to a viscous mass in vacuo. The mass is dissolved in 70 ml of tetrahydrofuran, the small amount of undissolved material is filtered off, and 200 ml of methylene chloride are added dropw...